Dataset: the Open Reaction Database (ORD), a public repository of structured organic reaction records. Task: describe an organic reaction: reactants, conditions, products, and yield Starting materials: C(C)(=O)S[C@@H]1CN([C@@H](C1)C(=O)O)C(=O)OCC=C ((3S,5S)-3-acetylthio-1-allyloxycarbonylpyrrolidin-5-carboxylic acid), C[N+](=CCl)C.[Cl-].ClCCl (Vilsmeier reagent dichloromethane), CNCC1=NC=C2SC=CN21 (5-(N-methylaminomethyl)imidazo[5,1-b]thiazole). The product is C(C)(=O)S[C@@H]1CN([C@@H](C1)C(=O)N(C)CC1=NC=C2SC=CN21)C(=O)OCC=C ((3S,5S)-3-Acetylthio-1-allyloxycarbonyl-5-[N-(imidazo[5,1-b]thiazol-5-yl)methyl-N-methylaminocarbonyl]pyrrolidine). Isolated yield 47.4%. RXN SMILES: [C:1]([S:4][C@H:5]1[CH2:9][C@@H:8]([C:10]([OH:12])=O)[N:7]([C:13]([O:15][CH2:16][CH:17]=[CH2:18])=[O:14])[CH2:6]1)(=[O:3])[CH3:2].C[N+](C)=CCl.[Cl-].ClCCl.[CH3:28][NH:29][CH2:30][C:31]1[N:38]2[C:34]([S:35][CH:36]=[CH:37]2)=[CH:33][N:32]=1>>[C:1]([S:4][C@H:5]1[CH2:9][C@@H:8]([C:10]([N:29]([CH2:30][C:31]2[N:38]3[C:34]([S:35][CH:36]=[CH:37]3)=[CH:33][N:32]=2)[CH3:28])=[O:12])[N:7]([C:13]([O:15][CH2:16][CH:17]=[CH2:18])=[O:14])[CH2:6]1)(=[O:3])[CH3:2] |f:1.2.3|. Procedure: The procedure of Synthesis Example 1 is repeated, except that 260 mg of (3S,5S)-3-acetylthio-1-allyloxycarbonylpyrrolidin-5-carboxylic acid, 0.95 ml of a 1.1 M Vilsmeier reagent/dichloromethane solution, and 159 mg of 5-(N-methylaminomethyl)imidazo[5,1-b]thiazole. Thus, 190.6 mg of the title compound is prepared as a slightly yellow amorphous material. The reactants are O1C=CC2=C1CN(CC2)C(CCC2=CC(=CC=C2)CCC2=CC=CC=C2)=O (1-(5,7-dihydro-4H-furo[2,3-c]pyridin-6-yl)-3-(3-phenethylphenyl) propan-1-one), CNC (dimethylamine), C=O (formaldehyde). Solvent: C(C)(=O)O (acetic acid). Run at temperature 100 celsius, time 15 minute. Yields the product CN(C)CC1=CC2=C(CN(CC2)C(CCC2=CC(=CC=C2)CCC2=CC=CC=C2)=O)O1 (1-(2-dimethylaminomethyl-5,7-dihydro-4H-furo[2,3-c]pyridin-6-yl)-3-(3-phenethylphenyl)propan-1-one). RXN SMILES: [O:1]1[C:5]2[CH2:6][N:7]([C:10](=[O:27])[CH2:11][CH2:12][C:13]3[CH:18]=[CH:17][CH:16]=[C:15]([CH2:19][CH2:20][C:21]4[CH:26]=[CH:25][CH:24]=[CH:23][CH:22]=4)[CH:14]=3)[CH2:8][CH2:9][C:4]=2[CH:3]=[CH:2]1.[CH3:28][NH:29][CH3:30].[CH2:31]=O>C(O)(=O)C>[CH3:28][N:29]([CH2:31][C:2]1[O:1][C:5]2[CH2:6][N:7]([C:10](=[O:27])[CH2:11][CH2:12][C:13]3[CH:18]=[CH:17][CH:16]=[C:15]([CH2:19][CH2:20][C:21]4[CH:22]=[CH:23][CH:24]=[CH:25][CH:26]=4)[CH:14]=3)[CH2:8][CH2:9][C:4]=2[CH:3]=1)[CH3:30]. Procedure details: To a solution of 0.338 g (0.940 mmol) of 1-(5,7-dihydro-4H-furo[2,3-c]pyridin-6-yl)-3-(3-phenethylphenyl) propan-1-one in 20 ml of acetic acid, 0.10 g (1.1 mmol) of 50% aqueous dimethylamine and 0.09 g (1.1 mmol) of 37% aqueous formaldehyde were added, followed by stirring at 100° C. for 15 minutes. After the solvent was distilled off under reduced pressure, the residual solution was alkalified with aqueous sodium hydroxide and extracted with dichloromethane 3 times. The combined organic layer w... The reactants are C(C(=O)Cl)(=O)Cl (oxalyl chloride), C(C)(C)(C)C=1C=C(C(=O)O)C=C(C1O)C(C)(C)C (3,5-di-tert-butyl-4-hydroxybenzoic acid), C(C)N(O)CC (N,N-diethylhydroxylamine). Solvent: C(C)N(CC)CC (triethylamine). Product: C(C)(C)(C)C=1C=C(C(=O)ON(CC)CC)C=C(C1O)C(C)(C)C (O-(3,5-Di-tert.butyl-4-hydroxybenzoyl)-N,N-diethylhydroxylamine). Isolated yield 43.2%. As a reaction SMILES: C(Cl)(=O)C(Cl)=O.[C:7]([C:11]1[CH:12]=[C:13]([CH:17]=[C:18]([C:21]([CH3:24])([CH3:23])[CH3:22])[C:19]=1[OH:20])[C:14]([OH:16])=[O:15])([CH3:10])([CH3:9])[CH3:8].[CH2:25]([N:27]([CH2:29][CH3:30])O)[CH3:26]>C(N(CC)CC)C>[C:7]([C:11]1[CH:12]=[C:13]([CH:17]=[C:18]([C:21]([CH3:24])([CH3:23])[CH3:22])[C:19]=1[OH:20])[C:14]([O:16][N:27]([CH2:29][CH3:30])[CH2:25][CH3:26])=[O:15])([CH3:10])([CH3:9])[CH3:8]. Procedure: Following the procedure of Example II, the compound is prepared from 3.17 g of oxalyl chloride, 6.25 g of 3,5-di-tert-butyl-4-hydroxybenzoic acid, 2.53 g of N,N-diethylhydroxylamine, and 2.53 g of triethylamine. The residue is recrystallized from petroleum ether to give 3.47 g of a white solid: mp 129°-137° C. The reactants are NC1=C(C=NN1C1=NC=CC=C1)C(=O)OCC (ethyl 5-amino-1-(pyridin-2-yl)-1H-pyrazole-4-carboxylate), N(=O)OC(C)(C)C (tert-butyl nitrite), ClCCCl (1,2-dichloroethane). Reagents/catalysts: [Cu](Cl)Cl (copper (II) chloride). Solvent: ClCCl (dichloromethane). Conditions: time 16 hour. Product: ClC1=C(C=NN1C1=NC=CC=C1)C(=O)OCC (ethyl 5-chloro-1-(pyridin-2-yl)-1H-pyrazole-4-carboxylate). As a reaction SMILES: N[C:2]1[N:6]([C:7]2[CH:12]=[CH:11][CH:10]=[CH:9][N:8]=2)[N:5]=[CH:4][C:3]=1[C:13]([O:15][CH2:16][CH3:17])=[O:14].N(OC(C)(C)C)=O.[Cl:25]CCCl>ClCCl.[Cu](Cl)Cl>[Cl:25][C:2]1[N:6]([C:7]2[CH:12]=[CH:11][CH:10]=[CH:9][N:8]=2)[N:5]=[CH:4][C:3]=1[C:13]([O:15][CH2:16][CH3:17])=[O:14]. Procedure: To a solution of ethyl 5-amino-1-(pyridin-2-yl)-1H-pyrazole-4-carboxylate (200 mg, 0.861 mmol) and copper (II) chloride (116 mg, 0.861 mmol) in 1,2-dichloroethane (8 mL) was added tert-butyl nitrite (0.154 mL, 1.292 mmol). The reaction mixture was stirred at rt for 16 hrs. The reaction mixture was diluted with 30 mL of dichloromethane and was washed with 10 mL of 2M NH4OH solution, 10 mL of brine and dried over Na2SO4. Filtration and concentration yielded a crude product which was purified on si... Reactants: C(\C=C\C(=O)O)(=O)O.CC=1N2C(CSC1)=NCC2 (2,3-dihydro-5-methyl-8H-imidazo[2,1-c][1,4]thiazine fumarate), C(\C=C\C(=O)O)(=O)O.N=1CCN2C1SCCC2 (2,3,5,6-tetrahydro-7H-imidazo[2,1-b][1,3]thiazine fumarate), C(\C=C\C(=O)O)(=O)O.N=1CCN2C1SCC=C2 (2,3-dihydro-7H-imidazo[2,1-b][1,3]thiazine fumarate). Product: N=1CCN2C1CSC=C2 (2,3-dihydro-8H-imidazo[2,1-c][1,4]thiazine). Reaction SMILES: C(O)(=O)/C=C/C(O)=O.C[C:10]1[N:11]2[CH2:18][CH2:17][N:16]=[C:12]2[CH2:13][S:14][CH:15]=1.C(O)(=O)/C=C/C(O)=O.N1CCN2CCCSC=12.C(O)(=O)/C=C/C(O)=O.N1CCN2C=CCSC=12>>[N:16]1[CH2:17][CH2:18][N:11]2[CH:10]=[CH:15][S:14][CH2:13][C:12]=12 |f:0.1,2.3,4.5|. Reported procedure: Employing the procedure of Example 1, Step D, but substituting for the 3-ethylthio-2H-[1,4]thiazine, used therein, an equimolar amount of 3-ethylthio-5-methyl-2H-[1,4]-thiazine, 2-methylthio-4,5-dihydro-6H-[1,3]thiazine, or 2-methylthio-6H-[1,3]thiazine, there is produced respectively, 2,3-dihydro-5-methyl-8H-imidazo[2,1-c][1,4]thiazine fumarate; 2,3,5,6-tetrahydro-7H-imidazo[2,1-b][1,3]thiazine fumarate; or 2,3-dihydro-7H-imidazo[2,1-b][1,3]thiazine fumarate. The reactants are ClC=1C=C2C(=NC1I)N=C(N2COCC[Si](C)(C)C)O[C@@H]2CO[C@H]1[C@@H]2OC[C@H]1O ((3R,3aR,6R,6aR)-6-((6-chloro-5-iodo-1-((2-(trimethylsilyl)ethoxy)methyl)-1H-imidazo[4,5-b]pyridin-2-yl)oxy)hexahydrofuro[3,2-b]furan-3-ol), FC1=C(C=CC(=C1)B(O)O)C1=CC=CC=C1 ((2-fluoro-[1,1′-biphenyl]-4-yl)boronic acid), P(=O)([O-])([O-])[O-].[K+].[K+].[K+] (tripotassium phosphate). The reagents and catalysts are CC(C)(C)[P+](C(C)(C)C)(C(C)(C)C)Cl.C1=CC=C(C=C1)C2=CC=CC=C2N.[Pd+2] (chloro[(tri-tert-butylphosphine)-2-(2-aminobiphenyl)]palladium(II)). The solvent is CS(=O)C (DMSO), O1CCOCC1 (dioxane). Conditions: temperature 25 celsius, time 8 hour. Product: ClC=1C=C2C(=NC1C1=CC(=C(C=C1)C1=CC=CC=C1)F)N=C(N2)O[C@@H]2CO[C@H]1[C@@H]2OC[C@H]1O ((3R,3aR,6R,6aR)-6-((6-chloro-5-(2-fluoro-[1,1′-biphenyl]-4-yl)-1H-imidazo[4,5-b]pyridin-2-yl)oxy)hexahydrofuro[3,2-b]furan-3-ol). Reaction SMILES: [Cl:1][C:2]1[CH:3]=[C:4]2[N:11](COCC[Si](C)(C)C)[C:10]([O:20][C@H:21]3[C@H:25]4[O:26][CH2:27][C@@H:28]([OH:29])[C@H:24]4[O:23][CH2:22]3)=[N:9][C:5]2=[N:6][C:7]=1I.[F:30][C:31]1[CH:36]=[C:35](B(O)O)[CH:34]=[CH:33][C:32]=1[C:40]1[CH:45]=[CH:44][CH:43]=[CH:42][CH:41]=1.P([O-])([O-])([O-])=O.[K+].[K+].[K+]>O1CCOCC1.CS(C)=O.CC([P+](Cl)(C(C)(C)C)C(C)(C)C)(C)C.C1C=CC(C2C(N)=CC=CC=2)=CC=1.[Pd+2]>[Cl:1][C:2]1[CH:3]=[C:4]2[NH:11][C:10]([O:20][C@H:21]3[C@H:25]4[O:26][CH2:27][C@@H:28]([OH:29])[C@H:24]4[O:23][CH2:22]3)=[N:9][C:5]2=[N:6][C:7]=1[C:35]1[CH:34]=[CH:33][C:32]([C:40]2[CH:41]=[CH:42][CH:43]=[CH:44][CH:45]=2)=[C:31]([F:30])[CH:36]=1 |f:2.3.4.5,8.9.10|. Procedure: A mixture of (3R,3aR,6R,6aR)-6-((6-chloro-5-iodo-1-((2-(trimethylsilyl)ethoxy)methyl)-1H-imidazo[4,5-b]pyridin-2-yl)oxy)hexahydrofuro[3,2-b]furan-3-ol (40 mg, 0.072 mmol) and (2-fluoro-[1,1′-biphenyl]-4-yl)boronic acid (18.72 mg, 0.087 mmol) in anhydrous dioxane (0.4 ml) was purged with N2 and then chloro[(tri-tert-butylphosphine)-2-(2-aminobiphenyl)]palladium(II) (7.4 mg, 0.014 mmol) and tripotassium phosphate (0.217 ml, 0.217 mmol) were added under N2 flow. The mixture was stirred at 25° C. ov...